Dataset: the Open Reaction Database (ORD), a public repository of structured organic reaction records. Task: describe an organic reaction: reactants, conditions, products, and yield Starting materials: CCO, O, O=[N+]([O-])O, Oc1ccccc1-c1cccc(-c2nnn[nH]2)c1. Product: O=[N+]([O-])c1cccc(-c2cccc(-c3nnn[nH]3)c2)c1O. RXN SMILES: [CH3:24][CH2:25][OH:26].[OH2:23].[OH:19][N+:20]([O-:21])=[O:22].[nH:1]1[n:2][n:3][n:4][c:5]1-[c:6]1[cH:7][c:8](-[c:12]2[c:13]([OH:18])[cH:14][cH:15][cH:16][cH:17]2)[cH:9][cH:10][cH:11]1>>[nH:1]1[n:2][n:3][n:4][c:5]1-[c:6]1[cH:7][c:8](-[c:12]2[c:13]([OH:18])[c:14]([N+:20](=[O:19])[O-:21])[cH:15][cH:16][cH:17]2)[cH:9][cH:10][cH:11]1. Starting materials: [Br-], [Br-], C1CCOC1, Cc1cc(-c2ccccc2)nc(Cl)c1C#N, Br[Cu]Br, [Mg+2], [NH4+], [Na+], [OH-], [OH-]. The product is Cc1cc(-c2ccccc2)nc(C)c1C#N. As a reaction SMILES: [Br-:1].[Br-:3].[CH2:24]1[O:25][CH2:26][CH2:27][CH2:28]1.[Cl:4][c:5]1[c:6]([C:7]#[N:8])[c:9]([CH3:19])[cH:10][c:11](-[c:13]2[cH:14][cH:15][cH:16][cH:17][cH:18]2)[n:12]1.[Cu:29]([Br:30])[Br:31].[Mg+2:2].[NH4+:20].[Na+:23].[OH-:21].[OH-:22]>>[c:5]1([CH3:24])[c:6]([C:7]#[N:8])[c:9]([CH3:19])[cH:10][c:11](-[c:13]2[cH:14][cH:15][cH:16][cH:17][cH:18]2)[n:12]1.